Dataset: the Open Reaction Database (ORD), a public repository of structured organic reaction records. Task: describe an organic reaction: reactants, conditions, products, and yield RXN SMILES: [CH3:1][C@H:2]1[CH2:7][C@@H:6]([OH:8])[C@H:5]([CH:9]([CH3:11])[CH3:10])[CH2:4][CH2:3]1.C1(P(C2C=CC=CC=2)C2C=CC=CC=2)C=CC=CC=1.N(C(OCC)=O)=NC(OCC)=O.O[N:44]=[C:45]([C:51](=[O:53])[CH3:52])[C:46]([O:48][CH2:49][CH3:50])=[O:47]>O1CCCC1>[CH3:1][C@H:2]1[CH2:7][C@H:6]([O:8]/[N:44]=[C:45](/[C:51](=[O:53])[CH3:52])\[C:46]([O:48][CH2:49][CH3:50])=[O:47])[C@H:5]([CH:9]([CH3:11])[CH3:10])[CH2:4][CH2:3]1. Starting materials: N(=NC(=O)OCC)C(=O)OCC (diethyl azodicarboxylate), ON=C(C(=O)OCC)C(C)=O (ethyl 2-hydroxyimino-3-oxobutyrate), C[C@@H]1CC[C@H]([C@@H](C1)O)C(C)C ((1R, 2S, 5R-)-(-)-Menthol), C1(=CC=CC=C1)P(C1=CC=CC=C1)C1=CC=CC=C1 (triphenylphosphine). The product is C[C@@H]1CC[C@H]([C@H](C1)O\N=C(/C(=O)OCC)\C(C)=O)C(C)C (Ethyl (Z)-2-[(1S, 2S, 5R)-5-methyl-2-isopropylcyclohex-1-yl]oxyimino-3-oxobutyrate). Procedure details: (1R, 2S, 5R-)-(-)-Menthol (7.3 g, 45 mmol) and triphenylphosphine (8.65 g, 33 mmol) in dry tetrahydrofuran under argon were cooled in an ice bath and diethyl azodicarboxylate (5.2 ml, 5.7 g, 33 mmol) in dry tetrahydrofuran (30 ml) was added dropwise over 15 minutes. The ice bath was removed and ethyl 2-hydroxyimino-3-oxobutyrate (4.77 g, 33 mmol) in dry tetrahydrofuran (30 ml) was added dropwise over 20 min. The mixture was stirred at room temperature for 18 h and then warmed at 50° C. for 1.5 h... Run at time 18 hour. Run in O1CCCC1 (tetrahydrofuran), O1CCCC1 (tetrahydrofuran), O1CCCC1 (tetrahydrofuran). Starting materials: C(C)(=O)O (acetic acid), II (iodine), BrBr (bromine), BrBr (bromine), BrBr (bromine), C(C)(=O)O (acetic acid), FC(C=1C=C(NC(CC(=O)C)=O)C=CC1)(F)F (3'-trifluoromethylacetoacetanilide), BrBr (bromine), BrBr (bromine). Solvent: O (water). Conditions: time 8 hour. Yields the product BrCC(CC(=O)NC1=CC(=CC=C1)C(F)(F)F)=O (4-bromo-3'-trifluoromethylacetoacetanilide). Isolated yield 95.3%. RXN SMILES: C(O)(=O)C.[F:5][C:6]([F:21])([F:20])[C:7]1[CH:8]=[C:9]([CH:17]=[CH:18][CH:19]=1)[NH:10][C:11](=[O:16])[CH2:12][C:13]([CH3:15])=[O:14].[Br:22]Br.II>O>[Br:22][CH2:15][C:13](=[O:14])[CH2:12][C:11]([NH:10][C:9]1[CH:17]=[CH:18][CH:19]=[C:7]([C:6]([F:20])([F:21])[F:5])[CH:8]=1)=[O:16]. Procedure: A one-liter reaction flask equipped with a mechanical stirrer, air-cooled condenser, thermometer and dropping funnel was charged with 290 ml of acetic acid and 167.3 g (0.68 mole) of 3'-trifluoromethylacetoacetanilide. Only a portion of the latter dissolved. The dropping funnel contained 108.8 g (0.68 mole) of bromine, a crystal of iodine and 65 ml of acetic acid. The pot mixture was stirred as the bromine solution was added dropwise while maintaining the reaction temperature at 20°-25°. The rea... Yields the product Br.CC1=NC2=C(N1C1CC3CCC(C1)N3CCC3(CCNCC3)C=3C=C(C=CC3)O)C=CC=C2 (3-(4-{2-[3-(2-Methyl-1H-benzimidazol-1-yl)-8-azabicyclo[3.2.1]oct-8-yl]ethyl}piperidin-4-yl)phenol Hydrobromide). Reaction conditions: temperature 100 celsius. Reactants: COC=1C=C(C=CC1)C1(CCN(CC1)C(=O)OC(C)(C)C)CCN1C2CC(CC1CC2)N2C(=NC1=C2C=CC=C1)C (tert-butyl 4-(3-methoxy phenyl)-4-{2-[3-(2-methyl-1H-benzimidazol-1-yl)-8-azabicyclo[3.2.1]oct-8-yl]ethyl}piperidine-1-carboxylate), Br (hydrobromic acid). Reported procedure: A mixture of tert-butyl 4-(3-methoxy phenyl)-4-{2-[3-(2-methyl-1H-benzimidazol-1-yl)-8-azabicyclo[3.2.1]oct-8-yl]ethyl}piperidine-1-carboxylate (235 mg, 0.42 mmol) and 48% hydrobromic acid was heated at 100° C. for 6 h. The mixture was concentrated and used without further purification. Reaction SMILES: C[O:2][C:3]1[CH:4]=[C:5]([C:9]2([CH2:22][CH2:23][N:24]3[CH:29]4[CH2:30][CH2:31][CH:25]3[CH2:26][CH:27]([N:32]3[C:36]5[CH:37]=[CH:38][CH:39]=[CH:40][C:35]=5[N:34]=[C:33]3[CH3:41])[CH2:28]4)[CH2:14][CH2:13][N:12](C(OC(C)(C)C)=O)[CH2:11][CH2:10]2)[CH:6]=[CH:7][CH:8]=1.[BrH:42]>>[BrH:42].[CH3:41][C:33]1[N:32]([CH:27]2[CH2:28][CH:29]3[N:24]([CH2:23][CH2:22][C:9]4([C:5]5[CH:4]=[C:3]([OH:2])[CH:8]=[CH:7][CH:6]=5)[CH2:10][CH2:11][NH:12][CH2:13][CH2:14]4)[CH:25]([CH2:31][CH2:30]3)[CH2:26]2)[C:36]2[CH:37]=[CH:38][CH:39]=[CH:40][C:35]=2[N:34]=1 |f:2.3|. Starting materials: NC1=CC=CC2=CC=CC(=C12)N (1,8-diaminonaphthalene), CN(C1=CC=C(C=O)C=C1)C (p-dimethylaminobenzaldehyde). Run in C(C)O (ethanol). Product: CN(C1=CC=C(C=C1)C1NC=2C=CC=C3C=CC=C(N1)C23)C (2-(p-dimethylaminophenyl)-2,3-dihydroperimidine). Yield: 65.7%. Reaction SMILES: [NH2:1][C:2]1[C:11]2[C:6](=[CH:7][CH:8]=[CH:9][C:10]=2[NH2:12])[CH:5]=[CH:4][CH:3]=1.[CH3:13][N:14]([CH3:23])[C:15]1[CH:22]=[CH:21][C:18]([CH:19]=O)=[CH:17][CH:16]=1>C(O)C>[CH3:13][N:14]([CH3:23])[C:15]1[CH:22]=[CH:21][C:18]([CH:19]2[NH:12][C:10]3[C:11]4[C:6]([CH:7]=[CH:8][CH:9]=3)=[CH:5][CH:4]=[CH:3][C:2]=4[NH:1]2)=[CH:17][CH:16]=1. Procedure details: A solution of 3.2 g (0.02 mole) of 1,8-diaminonaphthalene and 3.0 g (0.02 mole) of p-dimethylaminobenzaldehyde in 35 ml of ethanol was refluxed for 2 hours. After cooling, the resulting precipitate was filtered and recrystallized from ethanol. There were obtained 3.8 g of 2-(p-dimethylaminophenyl)-2,3-dihydroperimidine as colorless crystals, m.p. 165°-166° C. (Compound No. 18). The reactants are C(C)(=O)C=1C=C(NN1)C(=O)NN(CC1=CC=C(C=C1)C1=C(C=CC(=C1)Cl)F)C[C@H](C(=O)O)O ((R)-3-[N′-(5-Acetyl-2H-pyrazole-3-carbonyl)-N-(5′-chloro-2′-fluorobiphenyl-4-ylmethyl)hydrazino]-2-hydroxypropionic acid), C(Cl)Cl (DCM), OCC=1OC(OC1C)=O (4-Hydroxymethyl-5-methyl-[1,3]dioxol-2-one), CN1CCOCC1 (4-methylmorpholine), C=1C=CC2=C(C1)N=NN2O (HOBt), C(CCl)Cl (EDC). Conditions: time 10 minute. Yields the product CC1=C(OC(O1)=O)COC([C@@H](CN(NC(=O)C=1NN=C(C1)C(C)=O)CC1=CC=C(C=C1)C1=C(C=CC(=C1)Cl)F)O)=O ((R)-3-[N′-(5-Acetyl-2H-pyrazole-3-carbonyl)-N-(5′-chloro-2′-fluorobiphenyl-4-ylmethyl)hydrazino]-2-hydroxypropionic Acid 5-Methyl-2-oxo-[1,3]-dioxol-4-ylmethyl Ester). Isolated yield 1.6%. As a reaction SMILES: [C:1]([C:4]1[CH:5]=[C:6]([C:9]([NH:11][N:12]([CH2:28][C@@H:29]([OH:33])[C:30]([OH:32])=[O:31])[CH2:13][C:14]2[CH:19]=[CH:18][C:17]([C:20]3[CH:25]=[C:24]([Cl:26])[CH:23]=[CH:22][C:21]=3[F:27])=[CH:16][CH:15]=2)=[O:10])[NH:7][N:8]=1)(=[O:3])[CH3:2].C1C=CC2N(O)N=NC=2C=1.C(Cl)CCl.C(Cl)Cl.O[CH2:52][C:53]1[O:54][C:55](=[O:59])[O:56][C:57]=1[CH3:58].CN1CCOCC1>>[CH3:58][C:57]1[O:56][C:55](=[O:59])[O:54][C:53]=1[CH2:52][O:31][C:30](=[O:32])[C@H:29]([OH:33])[CH2:28][N:12]([CH2:13][C:14]1[CH:19]=[CH:18][C:17]([C:20]2[CH:25]=[C:24]([Cl:26])[CH:23]=[CH:22][C:21]=2[F:27])=[CH:16][CH:15]=1)[NH:11][C:9]([C:6]1[NH:7][N:8]=[C:4]([C:1](=[O:3])[CH3:2])[CH:5]=1)=[O:10]. Procedure: (R)-3-[N′-(5-Acetyl-2H-pyrazole-3-carbonyl)-N-(5′-chloro-2′-fluorobiphenyl-4-ylmethyl)hydrazino]-2-hydroxypropionic acid (30.0 mg, 63 mmol), HOBt (26 mg, 190 μmol) and EDC (34 μL, 190 μmol) were combined in DCM (243 μL, 3.8 mmol) and stirred for 10 minutes. 4-Hydroxymethyl-5-methyl-[1,3]dioxol-2-one (66 mg, 0.5 mmol) and 4-methylmorpholine (28 μL, 250 μmol) were added and the resulting mixture was stirred at room temperature for 3 hours. The mixture was evaporated under reduced pressure, yieldin... Reactants: C(CCCCCCCCCCCCCCC)NC1=CC=C(C(=O)O)C=C1 (4-(n-hexadecylamino)benzoic acid), N1=CC=CC=C1 (pyridine), O1CCOCC1 (dioxane), C(C)(C)(C)OC(=O)N=[N+]=[N-] (t-butylazidoformate). Run at time 18 hour. Product: C(C)(C)(C)OC(=O)N1C(=NC=C1)C(C1=CC=C(C=C1)NCCCCCCCCCCCCCCCC)=O (N-(t-butyloxycarbonyl)-4-(n-hexadecylamino)benzoyl-imidazole). Reaction SMILES: [CH2:1]([NH:17][C:18]1[CH:26]=[CH:25][C:21]([C:22]([OH:24])=O)=[CH:20][CH:19]=1)[CH2:2][CH2:3][CH2:4][CH2:5][CH2:6][CH2:7][CH2:8][CH2:9][CH2:10][CH2:11][CH2:12][CH2:13][CH2:14][CH2:15][CH3:16].O1CCOCC1.[C:33]([O:37][C:38]([N:40]=[N+]=[N-])=[O:39])([CH3:36])([CH3:35])[CH3:34].[N:43]1[CH:48]=CC=[CH:45][CH:44]=1>>[C:33]([O:37][C:38]([N:40]1[CH:45]=[CH:44][N:43]=[C:48]1[C:22](=[O:24])[C:21]1[CH:20]=[CH:19][C:18]([NH:17][CH2:1][CH2:2][CH2:3][CH2:4][CH2:5][CH2:6][CH2:7][CH2:8][CH2:9][CH2:10][CH2:11][CH2:12][CH2:13][CH2:14][CH2:15][CH3:16])=[CH:26][CH:25]=1)=[O:39])([CH3:36])([CH3:35])[CH3:34]. Procedure: A solution of 10 g. of 4-(n-hexadecylamino)benzoic acid in 100 ml. dioxane is treated with 4.0 g. of t-butylazidoformate and 10 ml. pyridine. After stirring at room temperature for 18 hours, the protected amido-acid is precipitated from solution by addition of 150 ml, of water. The product is collected and thoroughly dried. The crude product is dissolved in 200 ml. of a mixture consisting of methylene chloride/dimethoxy ethane/pyridine (1:4:1), and to this is added 5.4 g. of 1,1'-carbonyldimidaz...